From a dataset of the Open Reaction Database (ORD), a public repository of structured organic reaction records. describe an organic reaction: reactants, conditions, products, and yield The reactants are C1CCNCC1, C1CCOC1, COCOc1ccc(C(F)(F)F)nc1, CC=O, [Li]CCCC. Yields the product COCOc1cnc(C(F)(F)F)cc1C(C)O. Reaction SMILES: [CH2:1]1[CH2:2][CH2:3][NH:4][CH2:5][CH2:6]1.[CH2:29]1[O:30][CH2:31][CH2:32][CH2:33]1.[CH3:12][O:13][CH2:14][O:15][c:16]1[cH:17][cH:18][c:19]([C:22]([F:23])([F:24])[F:25])[n:20][cH:21]1.[CH:26]([CH3:27])=[O:28].[Li:7][CH2:8][CH2:9][CH2:10][CH3:11]>>[CH3:12][O:13][CH2:14][O:15][c:16]1[c:17]([CH:26]([CH3:27])[OH:28])[cH:18][c:19]([C:22]([F:23])([F:24])[F:25])[n:20][cH:21]1. Starting materials: NC1=C(CO)C=C(C=C1)OC (2-amino-5-methoxybenzyl alcohol), Cl[C@H]1[C@@H](CC2=CC=CC=C12)NC(=O)OCC (trans-1-chloro-2-ethoxycarbonylaminoindane), C([O-])([O-])=O.[Ba+2] (barium carbonate). The solvent is C(C)(=O)OCC (ethyl acetate). The product is COC1=CC(=C(N[C@H]2[C@@H](CC3=CC=CC=C23)NC(=O)OCC)C=C1)CO (trans1-(4-Methoxy-2-hydroxymethylanilino)-2-ethoxycarbonylaminoindane). Isolated yield 43.8%. Reaction SMILES: [NH2:1][C:2]1[CH:9]=[CH:8][C:7]([O:10][CH3:11])=[CH:6][C:3]=1[CH2:4][OH:5].Cl[C@@H:13]1[C:21]2[C:16](=[CH:17][CH:18]=[CH:19][CH:20]=2)[CH2:15][C@H:14]1[NH:22][C:23]([O:25][CH2:26][CH3:27])=[O:24].C(=O)([O-])[O-].[Ba+2]>C(OCC)(=O)C>[CH3:11][O:10][C:7]1[CH:8]=[CH:9][C:2]([NH:1][C@@H:13]2[C:21]3[C:16](=[CH:17][CH:18]=[CH:19][CH:20]=3)[CH2:15][C@H:14]2[NH:22][C:23]([O:25][CH2:26][CH3:27])=[O:24])=[C:3]([CH2:4][OH:5])[CH:6]=1 |f:2.3|. Reported procedure: A solution of 2-amino-5-methoxybenzyl alcohol (5 g; 32.7 m. mol) and trans-1-chloro-2-ethoxycarbonylaminoindane (7.83 g; 32.7 m.mol) in dmethylformamide (80 ml) was treated with barium carbonate (3.37 g; 17 m.mol) in a manner similar to that in Description 3 to give the title compound (5.1 g; 44%), m.p. 142°-144° (from ethyl acetate). Starting materials: ClCCl, CC(C)(C)OC(=O)NC1C(=O)N2C(C(=O)OC(c3ccccc3)c3ccccc3)=C(CC=O)CSC12, Cl, Cl, c1ccc(OP(Oc2ccccc2)Oc2ccccc2)cc1, c1ccc(OP(Oc2ccccc2)Oc2ccccc2)cc1, c1ccncc1. Product: CC(C)(C)OC(=O)NC1C(=O)N2C(C(=O)OC(c3ccccc3)c3ccccc3)=C(CC(Cl)Cl)CSC12. As a reaction SMILES: [CH2:83]([Cl:84])[Cl:85].[CH:47]([c:48]1[cH:49][cH:50][cH:51][cH:52][cH:53]1)([c:54]1[cH:55][cH:56][cH:57][cH:58][cH:59]1)[O:60][C:61](=[O:62])[C:63]1=[C:70]([CH2:71][CH:72]=[O:73])[CH2:69][S:68][CH:67]2[N:64]1[C:65](=[O:82])[CH:66]2[NH:74][C:75](=[O:76])[O:77][C:78]([CH3:79])([CH3:80])[CH3:81].[Cl:23].[Cl:46].[P:1]([O:2][c:3]1[cH:4][cH:5][cH:6][cH:7][cH:8]1)([O:9][c:10]1[cH:11][cH:12][cH:13][cH:14][cH:15]1)[O:16][c:17]1[cH:18][cH:19][cH:20][cH:21][cH:22]1.[P:24]([O:25][c:26]1[cH:27][cH:28][cH:29][cH:30][cH:31]1)([O:32][c:33]1[cH:34][cH:35][cH:36][cH:37][cH:38]1)[O:39][c:40]1[cH:41][cH:42][cH:43][cH:44][cH:45]1.[cH:86]1[cH:87][cH:88][n:89][cH:90][cH:91]1>>[CH:47]([c:48]1[cH:49][cH:50][cH:51][cH:52][cH:53]1)([c:54]1[cH:55][cH:56][cH:57][cH:58][cH:59]1)[O:60][C:61](=[O:62])[C:63]1=[C:70]([CH2:71][CH:83]([Cl:84])[Cl:85])[CH2:69][S:68][CH:67]2[N:64]1[C:65](=[O:82])[CH:66]2[NH:74][C:75](=[O:76])[O:77][C:78]([CH3:79])([CH3:80])[CH3:81]. As a reaction SMILES: [OH:1][C:2]1[CH:9]=[CH:8][C:5]([C:6]#[N:7])=[CH:4][CH:3]=1.[CH2:10](Br)[CH2:11][CH2:12][CH2:13][CH2:14][CH2:15][CH2:16][CH3:17].[OH-].[K+].C(O)C>O>[CH2:10]([O:1][C:2]1[CH:9]=[CH:8][C:5]([C:6]#[N:7])=[CH:4][CH:3]=1)[CH2:11][CH2:12][CH2:13][CH2:14][CH2:15][CH2:16][CH3:17] |f:2.3|. Yield: 83.0%. Product: C(CCCCCCC)OC1=CC=C(C#N)C=C1 (4-octyloxybenzonitrile). Reported procedure: A 1-liter round bottom flask was charged with 50 g of p-hydroxybenzonitrile, 89.2 g of octyl bromide, 23.5 g of potassium hydroxide and 500 ml of ethanol. A calcium chloride tube was attached to the flask and the content was refluxed for 4 hours. Then, one liter of water was added into the flask, followed by extraction with 1300 ml of dichloromethane. The extract was washed with water and dried over anhydrous sodium sulfate. After distilling the solvent off, the remaining system was purified by ... Run in O (water). Starting materials: OC1=CC=C(C#N)C=C1 (p-hydroxybenzonitrile), C(CCCCCCC)Br (octyl bromide), [OH-].[K+] (potassium hydroxide), C(C)O (ethanol). Starting materials: N1=C(C=CC=C1)C=O (2-Pyridinecarboxaldehyde), S(=O)(=O)(C1=CC=C(C)C=C1)C[N+]#[C-] (tosylmethyl isocyanide), [C-]#N.[K+] (potassium cyanide). The solvent is C(C)O (ethanol). Conditions: temperature 125 celsius, time 45 minute. Product: N1C=NC(=C1)C1=NC=CC=C1 (2-(1H-imidazol-4-yl)pyridine). As a reaction SMILES: [N:1]1[CH:6]=[CH:5][CH:4]=[CH:3][C:2]=1[CH:7]=O.S([CH2:19][N+:20]#[C-:21])(C1C=CC(C)=CC=1)(=O)=O.[C-]#[N:23].[K+]>C(O)C>[NH:20]1[CH:21]=[C:7]([C:2]2[CH:3]=[CH:4][CH:5]=[CH:6][N:1]=2)[N:23]=[CH:19]1 |f:2.3|. Reported procedure: 2-Pyridinecarboxaldehyde (4.76 mL, 50 mmol) and tosylmethyl isocyanide (9.76 g, 50 mmol) were suspended in ethanol (150 mL) at room temperature. A catalytic amount of potassium cyanide (0.33 g) was added and the resulting mixture was stirred for 45 min. The mixture became homogeneous after 5 min. of stirring and then a white suspension appeared. The solid material was collected by filtration and rinsed with diethyl ether. After drying under vacuum the solid was transferred to a sealed tube. A 2M... Reactants: CC(=O)O, Cc1cccc(C=O)n1, CO, Nc1n[nH]c2ncnc(Nc3cccc(Cl)c3)c12. The product is Cc1cccc(C=Nc2n[nH]c3ncnc(Nc4cccc(Cl)c4)c23)n1. RXN SMILES: [CH3:19][C:20](=[O:21])[OH:22].[CH3:23][c:24]1[cH:25][cH:26][cH:27][c:28]([CH:30]=[O:31])[n:29]1.[CH3:32][OH:33].[NH2:1][c:2]1[n:3][nH:4][c:5]2[n:6][cH:7][n:8][c:9]([NH:11][c:12]3[cH:13][c:14]([Cl:18])[cH:15][cH:16][cH:17]3)[c:10]12>>[N:1]([c:2]1[n:3][nH:4][c:5]2[n:6][cH:7][n:8][c:9]([NH:11][c:12]3[cH:13][c:14]([Cl:18])[cH:15][cH:16][cH:17]3)[c:10]12)=[CH:30][c:28]1[cH:27][cH:26][cH:25][c:24]([CH3:23])[n:29]1. The reactants are S(=O)(=O)(OC[C@H]1CO1)C1=CC=C(C)C=C1 ((R)-glycidyl tosylate), C1(=CC=C(C=C1)S(=O)(=O)OC[C@@H]1COC=2C(=C3CC(NC3=CC2)=O)O1)C ((S)-2-(Toluene-4-sulfonyloxymethyl)-2,3,8,9-tetrahydro-7H-1,4-dioxino[2,3-e]indol-8-one), ( R ), C(C1=CC=CC=C1)N (benzylamine). Yields the product base, C(C1=CC=CC=C1)NCC1COC=2C(=C3CC(NC3=CC2)=O)O1 (2-(Benzylamino-methyl)-2,3,8,9-tetrahydro-7H-1,4-dioxino[2,3-e]indol-8-one). The yield is 84.9%. The solvent is CS(=O)C (DMSO). Procedure: (S)-2-(Toluene-4-sulfonyloxymethyl)-2,3,8,9-tetrahydro-7H-1,4-dioxino[2,3-e]indol-8-one (2.0 g, 5.3 mmole), prepared in the same manner as the (R) enantiomer described above with substitution of (S)- for (R)-glycidyl tosylate, and benzylamine (2.9 ml, 26.7 mmole) were placed in 20 ml of fresh DMSO under nitrogen. The mixture was then heated to 75-80° C. with stirring for 3 hours. After cooling to room temperature, the reaction mixture was partitioned between ethyl acetate and brine. The DMSO lay... Reaction conditions: temperature 77.5 celsius, time 3 hour. Reaction SMILES: C1(C)C=CC(S(O[CH2:11][C@H:12]2[O:25][C:16]3=[C:17]4[C:21](=[CH:22][CH:23]=[C:15]3[O:14][CH2:13]2)[NH:20][C:19](=[O:24])[CH2:18]4)(=O)=O)=CC=1.S(C1C=CC(C)=CC=1)(OC[C@@H]1OC1)(=O)=O.[CH2:42]([NH2:49])[C:43]1[CH:48]=[CH:47][CH:46]=[CH:45][CH:44]=1>CS(C)=O>[CH2:42]([NH:49][CH2:11][CH:12]1[O:25][C:16]2=[C:17]3[C:21](=[CH:22][CH:23]=[C:15]2[O:14][CH2:13]1)[NH:20][C:19](=[O:24])[CH2:18]3)[C:43]1[CH:48]=[CH:47][CH:46]=[CH:45][CH:44]=1. Reactants: CC(C)(C)C(=O)Cl, ClCCl, Nc1ccc(C(F)(F)F)cc1, c1ccncc1. Yields the product CC(C)(C)C(=O)Nc1ccc(C(F)(F)F)cc1. As a reaction SMILES: [C:18]([C:19]([CH3:20])([CH3:21])[CH3:22])(=[O:23])[Cl:24].[Cl:25][CH2:26][Cl:27].[F:1][C:2]([c:3]1[cH:4][cH:5][c:6]([NH2:7])[cH:8][cH:9]1)([F:10])[F:11].[cH:12]1[cH:13][cH:14][n:15][cH:16][cH:17]1>>[F:1][C:2]([c:3]1[cH:4][cH:5][c:6]([NH:7][C:18]([C:19]([CH3:20])([CH3:21])[CH3:22])=[O:23])[cH:8][cH:9]1)([F:10])[F:11]. Reactants: CN(C=O)C (N,N-dimethylformamide), [H-].[Na+] (sodium hydride), oil, C1(=CC=CC=C1)CN1CCC(CC1)CC1=NC2=C(N1)C=CC=C2 (2-[[1-(phenylmethyl)-4-piperidinyl]methyl]-1H-benzimidazole), ClCC1=CC=C(O1)C(=O)OCC (ethyl 5-chloromethyl-2-furancarboxylate). Run in O (water). Reaction conditions: time 1 hour. Product: 119, C1(=CC=CC=C1)CN1CCC(CC1)CC1=NC2=C(N1CC1=CC=C(O1)C(=O)OCC)C=CC=C2 (ethyl 5-[[2-[[1-(phenylmethyl)-4-piperidinyl]methyl]-1H-benzimidazol-1-yl]methyl]-2-furancarboxylate). Yield: 86.7%. As a reaction SMILES: CN(C)C=O.[H-].[Na+].[C:8]1([CH2:14][N:15]2[CH2:20][CH2:19][CH:18]([CH2:21][C:22]3[NH:26][C:25]4[CH:27]=[CH:28][CH:29]=[CH:30][C:24]=4[N:23]=3)[CH2:17][CH2:16]2)[CH:13]=[CH:12][CH:11]=[CH:10][CH:9]=1.Cl[CH2:32][C:33]1[O:37][C:36]([C:38]([O:40][CH2:41][CH3:42])=[O:39])=[CH:35][CH:34]=1>O>[C:8]1([CH2:14][N:15]2[CH2:16][CH2:17][CH:18]([CH2:21][C:22]3[N:23]([CH2:32][C:33]4[O:37][C:36]([C:38]([O:40][CH2:41][CH3:42])=[O:39])=[CH:35][CH:34]=4)[C:24]4[CH:30]=[CH:29][CH:28]=[CH:27][C:25]=4[N:26]=3)[CH2:19][CH2:20]2)[CH:13]=[CH:12][CH:11]=[CH:10][CH:9]=1 |f:1.2|. Reported procedure: To 470 parts of N,N-dimethylformamide were added portionwise 17.3 parts of a dispersion of sodium hydride in mineral oil (50%) and 91.6 parts of 2-[[1-(phenylmethyl)-4-piperidinyl]methyl]-1H-benzimidazole (as prepared in Example 16 of U.S. Pat. No. 4,695,575) while stirring under a nitrogen atmosphere. After stirring for 1 hour, 67.9 parts of ethyl 5-chloromethyl-2-furancarboxylate were added dropwise while cooling. Stirring was continued for 1 hour and then water was added to the reaction mixtu...